From a dataset of the Open Reaction Database (ORD), a public repository of structured organic reaction records. describe an organic reaction: reactants, conditions, products, and yield Reactants: COC(CCO[C@@H]1CC[C@H](CC1)N(C)C(=O)OC(C)(C)C)=O (trans-3-[4-(tert-butoxycarbonyl-methyl-amino)-cyclohexyloxy]-propionic acid methyl ester), [Li+].[OH-] (LiOH), OS(=O)(=O)[O-].[K+] (KHSO4). Run in C1CCOC1 (THF). Product: C(C)(C)(C)OC(=O)N([C@@H]1CC[C@H](CC1)OCCC(=O)O)C (trans-3-[4-(tert-butoxycarbonyl-methyl-amino)-cyclohexyloxy]-propionic acid). RXN SMILES: C[O:2][C:3](=[O:22])[CH2:4][CH2:5][O:6][C@H:7]1[CH2:12][CH2:11][C@H:10]([N:13]([C:15]([O:17][C:18]([CH3:21])([CH3:20])[CH3:19])=[O:16])[CH3:14])[CH2:9][CH2:8]1.[Li+].[OH-].OS([O-])(=O)=O.[K+]>C1COCC1>[C:18]([O:17][C:15]([N:13]([CH3:14])[C@H:10]1[CH2:11][CH2:12][C@H:7]([O:6][CH2:5][CH2:4][C:3]([OH:22])=[O:2])[CH2:8][CH2:9]1)=[O:16])([CH3:21])([CH3:20])[CH3:19] |f:1.2,3.4|. Procedure details: 15.3 g (48.5 mmol) of trans-3-[4-(tert-butoxycarbonyl-methyl-amino)-cyclohexyloxy]-propionic acid methyl ester in 485 mL of THF were treated with 485 mL of 1M LiOH at RT for 1 h. The solution was acidified by adding 1M KHSO4, and the mixture was extracted with EtOAc. The organic phase was washed with brine, dried over Na2SO4 and evaporated. The crude product was triturated with n-heptane to give trans-3-[4-(tert-butoxycarbonyl-methyl-amino)-cyclohexyloxy]-propionic acid as white solid, MS: 300 (... Starting materials: ClC1=NC=C(C(=N1)NCCNC(OC(C)(C)C)=O)C#CC(OCC)OCC (tert-butyl N-[2-[[2-chloro-5-(3,3-diethoxyprop-1-ynyl)pyrimidin-4-yl]amino]ethyl]carbamate), CCCC[N+](CCCC)(CCCC)CCCC.[F-] (TBAF), OOS(=O)[O-].[K+] (oxone). The solvent is O (water), C(C)(=O)OCC (Ethyl acetate), CN(C)C=O (DMF), C1CCOC1 (THF), C(C)(=O)O.O (acetic acid water), C(C)(=O)OCC (ethyl acetate). Reaction conditions: time 12 hour. The product is C(C)(C)(C)OC(=O)NCC(C(C)C)N1C(=CC2=C1N=C(N=C2)Cl)C(=O)O (7-[1-[(tert-butoxycarbonylamino)methyl]-2-methyl-propyl]-2-chloro-pyrrolo[2,3-d]pyrimidine-6-carboxylic acid). Reaction SMILES: [Cl:1][C:2]1[N:7]=[C:6]([NH:8][CH2:9][CH2:10][NH:11][C:12](=[O:18])[O:13][C:14]([CH3:17])([CH3:16])[CH3:15])[C:5]([C:19]#[C:20][CH:21]([O:25]CC)[O:22]CC)=[CH:4][N:3]=1.[CH3:28][CH2:29][CH2:30]C[N+](CCCC)(CCCC)CCCC.[F-].OOS([O-])=O.[K+]>C1COCC1.CN(C=O)C.C(OCC)(=O)C.C(O)(=O)C.O.O>[C:14]([O:13][C:12]([NH:11][CH2:10][CH:9]([N:8]1[C:6]2[N:7]=[C:2]([Cl:1])[N:3]=[CH:4][C:5]=2[CH:19]=[C:20]1[C:21]([OH:22])=[O:25])[CH:29]([CH3:30])[CH3:28])=[O:18])([CH3:15])([CH3:16])[CH3:17] |f:1.2,3.4,8.9|. Reported procedure: To a solution tert-butyl N-[2-[[2-chloro-5-(3,3-diethoxyprop-1-ynyl)pyrimidin-4-yl]amino]ethyl]carbamate in THF was added TBAF and the contents refluxed for 3 hrs. Ethyl acetate and water was then added and the organic layer separated, dried with magnesium sulfate and then concentrated under vacuum. To this crude reaction was added acetic acid/water (9:1) and then contents stirred for 12 hrs at room temperature. After concentration under vacuum, sat NaHCO3 and ethyl acetate was then added. The o... Starting materials: O=C1CC(C(O1)C(=O)O)C(=O)O ((2RS,3SR)-5-oxotetrahydrofuran-2,3-dicarboxylic acid), C1(=CC=CC=C1)C(=[N+]=[N-])C1=CC=CC=C1 (diphenyldiazomethane). Solvent: CC(=O)C (acetone). Conditions: time 20 minute. Product: C1(=CC=CC=C1)C(OC(=O)C1OC(CC1C(=O)O)=O)C1=CC=CC=C1 ((2RS,3SR)-2-diphenylmethoxycarbonyl-5-oxotetrahydrofuran-3-carboxylic Acid). Yield: 102.2%. Reaction SMILES: [O:1]=[C:2]1[O:6][CH:5]([C:7]([OH:9])=[O:8])[CH:4]([C:10]([OH:12])=[O:11])[CH2:3]1.[C:13]1([C:19]([C:22]2[CH:27]=[CH:26][CH:25]=[CH:24][CH:23]=2)=[N+]=[N-])[CH:18]=[CH:17][CH:16]=[CH:15][CH:14]=1>CC(C)=O>[C:13]1([CH:19]([C:22]2[CH:23]=[CH:24][CH:25]=[CH:26][CH:27]=2)[O:8][C:7]([CH:5]2[CH:4]([C:10]([OH:12])=[O:11])[CH2:3][C:2](=[O:1])[O:6]2)=[O:9])[CH:18]=[CH:17][CH:16]=[CH:15][CH:14]=1. Procedure: 262 mg of (2RS,3SR)-5-oxotetrahydrofuran-2,3-dicarboxylic acid was dissolved in 5 ml of acetone, and 91 mg of diphenyldiazomethane was added thereto, followed by stirring at room temperature for 20 minutes. The reaction solution was evaporated to dryness under reduced pressure. The residue was purified by silica gel column chromatography (chloroform/methanol=100/1→10/1) to obtain 163 mg of the above-identified compound as white powder. The reactants are [H-].C(C(C)C)[Al+]CC(C)C (diisobutylaluminum hydride), O (H2O), C(#N)C1CCN(CC1)CCC1=CC=CC=C1 (4-cyano-1-(2-phenylethyl)piperidine), CO (Methanol). Run in CCCCCC (hexane), C1(=CC=CC=C1)C (toluene). Conditions: time 16 hour. Yields the product C1(=CC=CC=C1)CCN1CCC(CC1)C=O (1-(2-Phenylethyl)piperidine-4-carboxaldehyde). As a reaction SMILES: [C:1]([CH:3]1[CH2:8][CH2:7][N:6]([CH2:9][CH2:10][C:11]2[CH:16]=[CH:15][CH:14]=[CH:13][CH:12]=2)[CH2:5][CH2:4]1)#N.[H-].C([Al+]CC(C)C)C(C)C.C[OH:28].O>C1(C)C=CC=CC=1.CCCCCC>[C:11]1([CH2:10][CH2:9][N:6]2[CH2:7][CH2:8][CH:3]([CH:1]=[O:28])[CH2:4][CH2:5]2)[CH:16]=[CH:15][CH:14]=[CH:13][CH:12]=1 |f:1.2|. Procedure details: To a solution of 4-cyano-1-(2-phenylethyl)piperidine (6.5 g, 30.3 mmol) in dry toluene (100 ml) cooled in an ice bath was added dropwise 43 ml (43 mmol) of 1M diisobutylaluminum hydride in hexane. After the addition was complete, the mixture was warmed to room temperature and stirred overnight (16 h). Methanol was added to decompose any unreacted reagent and H2O was added with vigorous stirring. The gelatinous aluminum salts were removed by filtration through Celite and the filtrate extracted wi... The reactants are FC(C=1C=C(C(=O)N2C(CC(CC2)N2CCNCC2)CC2=CC=CC=C2)C=C(C1)C(F)(F)F)(F)F ((±)-1-[3,5-bis(trifluoromethyl) benzoyl]-2-(phenylmethyl)-4-(1-piperazinyl)piperidine), ClC=1C=C(C=CC1Cl)C(CN(C(C1=CC=CC=C1)=O)C)CCOS(=O)(=O)C (N-[2-(3,4-dichlorophenyl)-4-[(methylsulfonyl)oxy]butyl]-N-methyl benzamide), C(=O)(O)[O-].[Na+] (NaHCO3). Solvent: C(C)O (ethanol). Product: C(\C=C\C(=O)O)(=O)O.FC(C=1C=C(C(=O)N2[C@H](C[C@H](CC2)N2CCN(CC2)CCC(CN(C(C2=CC=CC=C2)=O)C)C2=CC(=C(C=C2)Cl)Cl)CC2=CC=CC=C2)C=C(C1)C(F)(F)F)(F)F ((±)-cis-N-[4-[4-[1-[3,5-bis(trifluoromethyl)benzoyl]-2-(phenylmethyl)-4-piperidinyl]-1-piperazinyl]-2-(3,4-dichlorophenyl) butyl]-N-Methylbenzamide (E)-2-butenedioate). Yield: 59.8%. RXN SMILES: [F:1][C:2]([F:35])([F:34])[C:3]1[CH:4]=[C:5]([CH:27]=[C:28]([C:30]([F:33])([F:32])[F:31])[CH:29]=1)[C:6]([N:8]1[CH2:13][CH2:12][CH:11]([N:14]2[CH2:19][CH2:18][NH:17][CH2:16][CH2:15]2)[CH2:10][CH:9]1[CH2:20][C:21]1[CH:26]=[CH:25][CH:24]=[CH:23][CH:22]=1)=[O:7].[Cl:36][C:37]1[CH:38]=[C:39]([CH:44]([CH2:56][CH2:57]OS(C)(=O)=O)[CH2:45][N:46]([CH3:55])[C:47](=[O:54])[C:48]2[CH:53]=[CH:52][CH:51]=[CH:50][CH:49]=2)[CH:40]=[CH:41][C:42]=1[Cl:43].[C:63]([O-:66])([OH:65])=O.[Na+]>C(O)C>[C:6]([OH:54])(=[O:7])/[CH:5]=[CH:27]/[C:63]([OH:66])=[O:65].[F:35][C:2]([F:34])([F:1])[C:3]1[CH:4]=[C:5]([CH:27]=[C:28]([C:30]([F:33])([F:31])[F:32])[CH:29]=1)[C:6]([N:8]1[CH2:13][CH2:12][C@H:11]([N:14]2[CH2:15][CH2:16][N:17]([CH2:57][CH2:56][CH:44]([C:39]3[CH:40]=[CH:41][C:42]([Cl:43])=[C:37]([Cl:36])[CH:38]=3)[CH2:45][N:46]([CH3:55])[C:47](=[O:54])[C:48]3[CH:49]=[CH:50][CH:51]=[CH:52][CH:53]=3)[CH2:18][CH2:19]2)[CH2:10][C@@H:9]1[CH2:20][C:21]1[CH:26]=[CH:25][CH:24]=[CH:23][CH:22]=1)=[O:7] |f:2.3,5.6|. Reported procedure: A mixture of compound 15 (0.005 mol), N-[2-(3,4-dichlorophenyl)-4-[(methylsulfonyl)oxy]butyl]-N-methyl benzamide (0.0055 mol) and NaHCO3 (0.0055 mol) in ethanol (50 ml) was stirred and refluxed for 6 hours. The solvent was evaporated, the residue was taken up in water and extracted with CH2Cl2. The organic layer was separated, dried, filtered and the solvent was evaporated. The residue was purified over silica gel on a glass filter (eluent: CH2Cl2/CH3OH 100/0, 99/1, 98/2 and 97/3). The pure frac... Starting materials: [Al] (aluminum), ClC1=C(C(=NC2=CC=C(C=C12)C(O)C=1C(=NC(=CC1)C)C)OC)CC1=CC=C(C=C1)C(F)(F)F ((4-Chloro-2-methoxy-3-(4-(trifluoromethyl)benzyl)quinolin-6-yl)(2,6-dimethylpyridin-3-yl)methanol), ClC1=C(C(=NC2=CC=C(C=C12)C(O)C=1C(=NC(=CC1)C)C)OC)CC1=CC=C(C=C1)C(F)(F)F ((4-Chloro-2-methoxy-3-(4-(trifluoromethyl)benzyl)quinolin-6-yl)(2,6-dimethylpyridin-3-yl)methanol), CC(=O)C (acetone), O1CCOCC1 (1,4-dioxane). Reagents/catalysts: O=[Mn]=O (MnO2). Solvent: CCCCCC (hexane). Conditions: time 1 hour. Product: ClC1=C(C(=NC2=CC=C(C=C12)C(=O)C=1C(=NC(=CC1)C)C)OC)CC1=CC=C(C=C1)C(F)(F)F ((4-Chloro-2-methoxy-3-(4-(trifluoromethyl)benzyl)quinolin-6-yl)(2,6-dimethylpyridin-3-yl)methanone). RXN SMILES: [Cl:1][C:2]1[C:11]2[C:6](=[CH:7][CH:8]=[C:9]([CH:12]([C:14]3[C:15]([CH3:21])=[N:16][C:17]([CH3:20])=[CH:18][CH:19]=3)[OH:13])[CH:10]=2)[N:5]=[C:4]([O:22][CH3:23])[C:3]=1[CH2:24][C:25]1[CH:30]=[CH:29][C:28]([C:31]([F:34])([F:33])[F:32])=[CH:27][CH:26]=1.O1CCOCC1.[Al].CC(C)=O>O=[Mn]=O.CCCCCC>[Cl:1][C:2]1[C:11]2[C:6](=[CH:7][CH:8]=[C:9]([C:12]([C:14]3[C:15]([CH3:21])=[N:16][C:17]([CH3:20])=[CH:18][CH:19]=3)=[O:13])[CH:10]=2)[N:5]=[C:4]([O:22][CH3:23])[C:3]=1[CH2:24][C:25]1[CH:26]=[CH:27][C:28]([C:31]([F:33])([F:32])[F:34])=[CH:29][CH:30]=1. Procedure details: To a 100 mL flask containing (4-chloro-2-methoxy-3-(4-(trifluoromethyl)benzyl)quinolin-6-yl)(2,6-dimethylpyridin-3-yl)methanol (1.51 g, 3.1 mmol, Intermediate 12: step e) was added 1,4-dioxane (50 mL) followed by activated MnO2 (1.3 g, 15 mmol) and the mixture was heated to reflux in an aluminum heating mantle under N2. After 1 hour, TLC (25% acetone:hexane) indicated that the reaction was complete. The contents were filtered while still hot through Celite® and rinsed with THF. The resulting lig... Run at temperature 75 celsius. Run in C1(=CC=CC=C1)C (Toluene), CC#N (CH3CN). Reaction SMILES: [F:1][C:2]1[C:3]([CH3:17])=[CH:4][CH:5]=[C:6]2[C:11]=1[N:10]=[C:9]([C:12]([O:14][CH3:15])=[O:13])[CH:8]=[C:7]2O.P(Br)(Br)([Br:20])=O>C1(C)C=CC=CC=1.CC#N>[Br:20][C:7]1[C:6]2[C:11](=[C:2]([F:1])[C:3]([CH3:17])=[CH:4][CH:5]=2)[N:10]=[C:9]([C:12]([O:14][CH3:15])=[O:13])[CH:8]=1. Procedure details: A mixture of (methyl 8-fluoro-4-hydroxy-7-methylquinoline-2-carboxylate (7-15, 842.1 mg, 3.58 mmol) and POBr3 (1129 mg, 3.94 mmol) in Toluene (8.14 mL) and CH3CN (0.81 mL) was heated at 75° C. for 1 h. After cooling to room temperature, the mixture was poured to a mixture of ice-H2O, followed by CH2Cl2 extraction (twice). The combined organic fractions were dried (Na2SO4), filtered and the solvent was evaporated under reduced pressure. The residue was purified by silica gel flash chromatography ... Isolated yield 66.5%. The reactants are FC=1C(=CC=C2C(=CC(=NC12)C(=O)OC)O)C (Methyl 8-fluoro-4-hydroxy-7-methylquinoline-2-carboxylate), P(=O)(Br)(Br)Br (POBr3), ice H2O. Product: BrC1=CC(=NC2=C(C(=CC=C12)C)F)C(=O)OC (Methyl 4-bromo-8-fluoro-7-methylquinoline-2-carboxylate). The reactants are C(C)OC(=O)C=1C(N(C2=CC=C(C=C2C1Cl)Cl)C)=O (4,6-dichloro-1-methyl-2-oxo-3-quinolinecarboxylic acid ethyl ester), CN1CCNCC1 (N-methylpiperazine), C([O-])([O-])=O.[Na+].[Na+] (sodium carbonate). Solvent: CN(C=O)C (dimethyl formamide). Reaction conditions: time 2 hour. The product is C(C)OC(=O)C=1C(N(C2=CC=C(C=C2C1N1CCN(CC1)C)Cl)C)=O (6-Chloro-1,2-dihydro-1-methyl-4-(4-methyl-1-piperazinyl)-2-oxo-3-quinolinecarboxylic acid ethyl ester). Reaction SMILES: [CH2:1]([O:3][C:4]([C:6]1[C:7](=[O:19])[N:8]([CH3:18])[C:9]2[C:14]([C:15]=1Cl)=[CH:13][C:12]([Cl:17])=[CH:11][CH:10]=2)=[O:5])[CH3:2].[CH3:20][N:21]1[CH2:26][CH2:25][NH:24][CH2:23][CH2:22]1.C(=O)([O-])[O-].[Na+].[Na+]>CN(C)C=O>[CH2:1]([O:3][C:4]([C:6]1[C:7](=[O:19])[N:8]([CH3:18])[C:9]2[C:14]([C:15]=1[N:24]1[CH2:25][CH2:26][N:21]([CH3:20])[CH2:22][CH2:23]1)=[CH:13][C:12]([Cl:17])=[CH:11][CH:10]=2)=[O:5])[CH3:2] |f:2.3.4|. Reported procedure: A mixture containing 7.1 g. of 4,6-dichloro-1-methyl-2-oxo-3-quinolinecarboxylic acid ethyl ester, 2.36 g. of N-methylpiperazine and 2.5 g. of sodium carbonate in 25 ml. of dimethyl formamide was heated under reflux with stirring for 2 hours. The reaction mixture was cooled in ice and the resulting precipitate collected. Recrystallization from ethanol gave 4.2 g. of the title compound, m.p. 163°-165° C. The reactants are NC=1C=C2C(=CNC2=CC1)C1CCN(CC1)C (5-amino-3-(1-methylpiperidin-4-yl)-1H-indole), CN(C=1C=C(C(=O)O)C=CC1)C (3-(dimethylamino)benzoic acid). The product is CN(C=1C=C(C(=O)NC=2C=C3C(=CNC3=CC2)C2CCN(CC2)C)C=CC1)C (5-(3-(dimethylamino)benzoyl)amino-3-(1-methylpiperidin-4-yl)-1H-indole). RXN SMILES: [NH2:1][C:2]1[CH:3]=[C:4]2[C:8](=[CH:9][CH:10]=1)[NH:7][CH:6]=[C:5]2[CH:11]1[CH2:16][CH2:15][N:14]([CH3:17])[CH2:13][CH2:12]1.[CH3:18][N:19]([CH3:29])[C:20]1[CH:21]=[C:22]([CH:26]=[CH:27][CH:28]=1)[C:23](O)=[O:24]>>[CH3:18][N:19]([CH3:29])[C:20]1[CH:21]=[C:22]([CH:26]=[CH:27][CH:28]=1)[C:23]([NH:1][C:2]1[CH:3]=[C:4]2[C:8](=[CH:9][CH:10]=1)[NH:7][CH:6]=[C:5]2[CH:11]1[CH2:16][CH2:15][N:14]([CH3:17])[CH2:13][CH2:12]1)=[O:24]. Reported procedure: Reacting 12.0 mg (0.05 mMol) 5-amino-3-(1-methylpiperidin-4-yl)-1H-indole with 17.0 mg (0.10 mMol) 3-(dimethylamino)benzoic acid at 70° C., 12.4 mg (66%) of the title compound were recovered. Reactants: [OH-].[K+] (potassium hydroxide), Cl (HCl), resultant mixture, BrCCCOC(C)=O (3-bromopropylacetate), Cl (HCl), N1C=C(C2=CC=CC=C12)CC#N (3-indolylacetonitrile), [H-].[Na+] (sodium hydride), resultant mixture. The solvent is [Cl-].[Na+].O (brine), CCOC(=O)C (EtOAc), CN(C)C=O (DMF), [Cl-].[Na+].O (brine), O (water), O (water), CN(C)C=O (DMF), CN(C)C=O (DMF), CCOC(=O)C (EtOAc). Conditions: time 3 hour. Yields the product OC(CC)N1C=C(C2=CC=CC=C12)CC(=O)N (1-(1-Hydroxypropyl)-indole-3-acetamide). Isolated yield 61.2%. As a reaction SMILES: [NH:1]1[C:9]2[C:4](=[CH:5][CH:6]=[CH:7][CH:8]=2)[C:3]([CH2:10][C:11]#[N:12])=[CH:2]1.[H-].[Na+].Br[CH2:16][CH2:17][CH2:18][O:19]C(=O)C.Cl.[OH-:24].[K+]>CN(C=O)C.[Cl-].[Na+].O.O.CCOC(C)=O>[OH:19][CH:18]([N:1]1[C:9]2[C:4](=[CH:5][CH:6]=[CH:7][CH:8]=2)[C:3]([CH2:10][C:11]([NH2:12])=[O:24])=[CH:2]1)[CH2:17][CH3:16] |f:1.2,5.6,8.9.10|. Procedure: A solution of 3-indolylacetonitrile (3.00 g, 19.2 mmol) in DMF (30 mL) was added dropwise to a suspension of sodium hydride (1.08 g, 27.0 mmol) in DMF (10 mL) at room temperature. The resultant mixture was stirred at room temperature for 30 min. before a solution of 3-bromopropylacetate (4.87 g, 26.9 mmol) in DMF (15 mL) was added. The reaction was stirred an additional 3 hours at room temperature before being worked up extractively with EtOAc (250 mL), aqueous 0.5N HCl (200 mL), water (200 mL) ...